Dataset: the Open Reaction Database (ORD), a public repository of structured organic reaction records. Task: describe an organic reaction: reactants, conditions, products, and yield The reactants are CC1=NC(=CC=C1C(CC)=O)C (1-(2,6-dimethl-pyridine-3-yl)-propan-1-one), Br (hydrogen bromide), BrBr (Bromine). The solvent is C(C)(=O)O (acetic acid). Run at time 2 hour. The product is BrC(C(=O)C=1C(=NC(=CC1)C)C)C (2-Bromo-1-(2,6-dimethyl-pyridine-3-yl)-propan-1-one). As a reaction SMILES: [CH3:1][C:2]1[C:7]([C:8](=[O:11])[CH2:9][CH3:10])=[CH:6][CH:5]=[C:4]([CH3:12])[N:3]=1.[BrH:13].BrBr>C(O)(=O)C>[Br:13][CH:9]([CH3:10])[C:8]([C:7]1[C:2]([CH3:1])=[N:3][C:4]([CH3:12])=[CH:5][CH:6]=1)=[O:11]. Reported procedure: To a solution 1-(2,6-dimethl-pyridine-3-yl)-propan-1-one (0.3 g, 1.8 mmol) in 30% by weight solution of hydrogen bromide in acetic acid (3 ml) was added dropwise (0.29 g, 1.8 mmol) of Bromine. The reaction was allowed to warm to room temperature with stirring for 2h. The mixture was then concentrated in vacuo and the resulting crude material neutralized using saturated sodium carbonate solution. The mixture was extracted twice with dichloromethane and the combined organic layers were washed with... The reactants are NCC1=NOC(=N1)C=1N=CN2C1[C@H]1N(C(C3=C2C=CC=C3)=O)CC1 ((S)-1-(3-aminomethyl-1,2,4-oxadiazol-5-yl)-12,12a-dihydro-9H,11H-azeto[2, 1-c]imidazo[1,5-a][1,4]benzodiazepin-9-one), C(C)N(C(C)C)C(C)C (N-ethyldiisopropylamine), BrCCC=C (4-bromo-1-butene), CN(C=O)C (N,N-dimethylformamide). Yields the product C(CC=C)N(CCC=C)CC1=NOC(=N1)C=1N=CN2C1[C@H]1N(C(C3=C2C=CC=C3)=O)CC1 ((S)-1-{3-[bis-(but-3-enyl)aminomethyl]-1,2,4-oxadiazol-5-yl}-12,12a-dihydro-9H,11H-azeto[2,1-c]-imidazo[1,5-a][1,4]benzodiazepin-9-one). Yield: 15.0%. As a reaction SMILES: [NH2:1][CH2:2][C:3]1[N:7]=[C:6]([C:8]2[N:9]=[CH:10][N:11]3[C:17]4[CH:18]=[CH:19][CH:20]=[CH:21][C:16]=4[C:15](=[O:22])[N:14]4[CH2:23][CH2:24][C@H:13]4[C:12]=23)[O:5][N:4]=1.C(N([CH:31]([CH3:33])[CH3:32])C(C)C)C.Br[CH2:35][CH2:36][CH:37]=[CH2:38].[CH3:39]N(C)C=O>>[CH2:35]([N:1]([CH2:2][C:3]1[N:7]=[C:6]([C:8]2[N:9]=[CH:10][N:11]3[C:17]4[CH:18]=[CH:19][CH:20]=[CH:21][C:16]=4[C:15](=[O:22])[N:14]4[CH2:23][CH2:24][C@H:13]4[C:12]=23)[O:5][N:4]=1)[CH2:39][CH2:33][CH:31]=[CH2:32])[CH2:36][CH:37]=[CH2:38]. Procedure: 2.98 g (9.25 mmol) of (S)-1-(3-aminomethyl-1,2,4-oxadiazol-5-yl)-12,12a-dihydro-9H,11H-azeto[2, 1-c]imidazo[1,5-a][1,4]benzodiazepin-9-one were stirred at 75° for 60 hours with 3.2 g (25 mmol) of N-ethyldiisopropylamine and 2.5 g (18.5 mmol) of 4-bromo-1-butene in 20 ml of N,N-dimethylformamide. By evaporation of the solvent and chromatography of the residue on silica gel while eluting with ethyl acetate there was obtained 0.62 g (15%) of (S)-1-{3-[bis-(but-3-enyl)aminomethyl]-1,2,4-oxadiazol-5-... Reactants: BrC1=CC=C(C=C1)[C@H](C)N(C(OC(C)(C)C)=O)C1=NC=CC(=N1)N1C(OC[C@@H]1C(C)C)=O (tert-butyl (S)-1-(4-bromophenyl)ethyl(4-((S)-4-isopropyl-2-oxooxazolidin-3-yl)pyrimidin-2-yl)carbamate), C1(CCCCC1)C(=O)N (cyclohexanecarboxamide), C([O-])([O-])=O.[Cs+].[Cs+] (cesium carbonate), CC1(C2=C(C(=CC=C2)P(C3=CC=CC=C3)C4=CC=CC=C4)OC5=C(C=CC=C51)P(C6=CC=CC=C6)C7=CC=CC=C7)C (XANTPHOS). The reagents and catalysts are C=1C=CC(=CC1)/C=C/C(=O)/C=C/C2=CC=CC=C2.C=1C=CC(=CC1)/C=C/C(=O)/C=C/C2=CC=CC=C2.C=1C=CC(=CC1)/C=C/C(=O)/C=C/C2=CC=CC=C2.[Pd].[Pd] (Pd2(dba)3). Conditions: temperature 100 celsius. The product is C1(CCCCC1)C(=O)NC1=CC=C(C=C1)[C@H](C)N(C(OC(C)(C)C)=O)C1=NC=CC(=N1)N1C(OC[C@@H]1C(C)C)=O (tert-butyl (S)-1-(4-(cyclohexanecarboxamido)phenyl)ethyl(4-((S)-4-isopropyl-2-oxooxazolidin-3-yl)pyrimidin-2-yl)carbamate). Isolated yield 58.9%. As a reaction SMILES: Br[C:2]1[CH:7]=[CH:6][C:5]([C@@H:8]([N:10]([C:18]2[N:23]=[C:22]([N:24]3[C@@H:28]([CH:29]([CH3:31])[CH3:30])[CH2:27][O:26][C:25]3=[O:32])[CH:21]=[CH:20][N:19]=2)[C:11](=[O:17])[O:12][C:13]([CH3:16])([CH3:15])[CH3:14])[CH3:9])=[CH:4][CH:3]=1.[CH:33]1([C:39]([NH2:41])=[O:40])[CH2:38][CH2:37][CH2:36][CH2:35][CH2:34]1.C(=O)([O-])[O-].[Cs+].[Cs+].CC1(C)C2C(=C(P(C3C=CC=CC=3)C3C=CC=CC=3)C=CC=2)OC2C(P(C3C=CC=CC=3)C3C=CC=CC=3)=CC=CC1=2>C1C=CC(/C=C/C(/C=C/C2C=CC=CC=2)=O)=CC=1.C1C=CC(/C=C/C(/C=C/C2C=CC=CC=2)=O)=CC=1.C1C=CC(/C=C/C(/C=C/C2C=CC=CC=2)=O)=CC=1.[Pd].[Pd]>[CH:33]1([C:39]([NH:41][C:2]2[CH:7]=[CH:6][C:5]([C@@H:8]([N:10]([C:18]3[N:23]=[C:22]([N:24]4[C@@H:28]([CH:29]([CH3:31])[CH3:30])[CH2:27][O:26][C:25]4=[O:32])[CH:21]=[CH:20][N:19]=3)[C:11](=[O:17])[O:12][C:13]([CH3:16])([CH3:15])[CH3:14])[CH3:9])=[CH:4][CH:3]=2)=[O:40])[CH2:38][CH2:37][CH2:36][CH2:35][CH2:34]1 |f:2.3.4,6.7.8.9.10|. Reported procedure: In a 5 ml microwave reaction vial was added tert-butyl (S)-1-(4-bromophenyl)ethyl(4-((S)-4-isopropyl-2-oxooxazolidin-3-yl)pyrimidin-2-yl)carbamate (101 mg, 0.2 mmol), cyclohexanecarboxamide (30 mg, 0.24 mol), cesium carbonate (91 mg, 0.28 mmol), XANTPHOS (7 mg, 0.012 mmol, strem chemicals), and Pd2(dba)3 (4 mg, 0.02 mmol). The vial was sealed, evacuated and purged with dry nitrogen three times before adding dioxane (1.6 mL). The reaction mixture was heated to 100° C. for 16 hours in an oil bath.... Starting materials: CC1=C(C=C(C(=O)O)C=C1)C(F)(F)F (4-methyl-3-(trifluoromethyl)benzoic acid), S(=O)(Cl)Cl (thionyl chloride), C1(=CC=C(C=C1)S(=O)(=O)O)C (p-toluenesulfonic acid), NC1=C(C=CC=C1)O (2-aminophenol), C(C)(C)N(CC)C(C)C (diisopropylethylamine). Solvent: C1(=CC=CC=C1)C (toluene), C1CCOC1 (THF). Run at time 8 hour. Yields the product CC1=C(C=C(C=C1)C=1OC2=C(N1)C=CC=C2)C(F)(F)F (2-[4-methyl-3-(trifluoromethyl)phenyl]-1,3-benzoxazole). Reaction SMILES: [CH3:1][C:2]1[CH:10]=[CH:9][C:5]([C:6]([OH:8])=O)=[CH:4][C:3]=1[C:11]([F:14])([F:13])[F:12].S(Cl)(Cl)=O.[NH2:19][C:20]1[CH:25]=[CH:24][CH:23]=[CH:22][C:21]=1O.C(N(C(C)C)CC)(C)C.C1(C)C=CC(S(O)(=O)=O)=CC=1>C1COCC1.C1(C)C=CC=CC=1>[CH3:1][C:2]1[CH:10]=[CH:9][C:5]([C:6]2[O:8][C:21]3[CH:22]=[CH:23][CH:24]=[CH:25][C:20]=3[N:19]=2)=[CH:4][C:3]=1[C:11]([F:14])([F:13])[F:12]. Procedure: A mixture of 4-methyl-3-(trifluoromethyl)benzoic acid (1.0 g, 4.9 mmol) and thionyl chloride (15 mL) was refluxed for 3 h and then stirred at rt overnight. The excess thionyl chloride was removed in vacuo, the residue was dissolved in THF (20 mL), and it was added to a cooled (0° C.) solution of 2-aminophenol (0.53 g, 4.9 mmol) and diisopropylethylamine (1.0 mL, 5.9 mmol) in anhydrous THF (15 mL). The resulting brownish mixture was stirred at rt for 3 h. The solvent was then removed and p-toluen... The reactants are ClCCl, O=NN1CCCCC1C(=O)O, O=C(O)C(F)(F)F. Product: O=C1ONN2CCCCC12. RXN SMILES: [Cl:19][CH2:20][Cl:21].[N:1](=[O:2])[N:3]1[CH:4]([C:5](=[O:6])[OH:7])[CH2:8][CH2:9][CH2:10][CH2:11]1.[OH:12][C:13]([C:14]([F:15])([F:16])[F:17])=[O:18]>>[NH:1]1[N:3]2[CH:4]([C:5](=[O:7])[O:6]1)[CH2:8][CH2:9][CH2:10][CH2:11]2. Starting materials: CC1(C(=O)c2cn(COCC[Si](C)(C)C)c3ncc(-c4ccc(C(=O)O)s4)nc23)CCCCC1, CN(C)C=O, CCOC(C)=O, OC1CCNCC1. Yields the product CC1(C(=O)c2cn(COCC[Si](C)(C)C)c3ncc(-c4ccc(C(=O)N5CCC(O)CC5)s4)nc23)CCCCC1. As a reaction SMILES: [CH3:1][C:2]1([C:8](=[O:9])[c:10]2[cH:11][n:12]([CH2:27][O:28][CH2:29][CH2:30][Si:31]([CH3:32])([CH3:33])[CH3:34])[c:13]3[n:14][cH:15][c:16](-[c:19]4[cH:20][cH:21][c:22]([C:24](=[O:25])[OH:26])[s:23]4)[n:17][c:18]23)[CH2:3][CH2:4][CH2:5][CH2:6][CH2:7]1.[CH3:42][N:43]([CH3:44])[CH:45]=[O:46].[CH3:47][CH2:48][O:49][C:50](=[O:51])[CH3:52].[OH:35][CH:36]1[CH2:37][CH2:38][NH:39][CH2:40][CH2:41]1>>[CH3:1][C:2]1([C:8](=[O:9])[c:10]2[cH:11][n:12]([CH2:27][O:28][CH2:29][CH2:30][Si:31]([CH3:32])([CH3:33])[CH3:34])[c:13]3[n:14][cH:15][c:16](-[c:19]4[cH:20][cH:21][c:22]([C:24](=[O:25])[N:39]5[CH2:38][CH2:37][CH:36]([OH:35])[CH2:41][CH2:40]5)[s:23]4)[n:17][c:18]23)[CH2:3][CH2:4][CH2:5][CH2:6][CH2:7]1. The reactants are CN(C)C=Cc1ccc([N+](=O)[O-])c2[nH]ncc12, O. Product: N#CCc1ccc([N+](=O)[O-])c2[nH]ncc12. Reaction SMILES: [CH3:1][N:2]([CH:3]=[CH:4][c:5]1[c:6]2[cH:7][n:8][nH:9][c:10]2[c:11]([N+:14](=[O:15])[O-:16])[cH:12][cH:13]1)[CH3:17].[OH2:18]>>[N:2]#[C:3][CH2:4][c:5]1[c:6]2[cH:7][n:8][nH:9][c:10]2[c:11]([N+:14](=[O:15])[O-:16])[cH:12][cH:13]1.